describe an organic reaction: reactants, conditions, products, and yield From a dataset of the Open Reaction Database (ORD), a public repository of structured organic reaction records. Starting materials: BrC=1C2=C(C(N(C1)C)=O)N(C=C2)S(=O)(=O)C2=CC=C(C=C2)C (4-bromo-6-methyl-1-[(4-methylphenyl)sulfonyl]-1,6-dihydro-7H-pyrrolo[2,3-c]pyridin-7-one), [OH-].[Na+] (sodium hydroxide), O (water). The solvent is C(C)O (ethanol). Run at temperature 20 celsius, time 16 hour. Product: BrC=1C2=C(C(N(C1)C)=O)NC=C2 (4-Bromo-6-methyl-1,6-dihydro-7H-pyrrolo[2,3-c]pyridin-7-one). Yield: 108.4%. Reaction SMILES: [Br:1][C:2]1[C:3]2[CH:12]=[CH:11][N:10](S(C3C=CC(C)=CC=3)(=O)=O)[C:4]=2[C:5](=[O:9])[N:6]([CH3:8])[CH:7]=1.[OH-].[Na+].O>C(O)C>[Br:1][C:2]1[C:3]2[CH:12]=[CH:11][NH:10][C:4]=2[C:5](=[O:9])[N:6]([CH3:8])[CH:7]=1 |f:1.2|. Procedure: A solution of 4-bromo-6-methyl-1-[(4-methylphenyl)sulfonyl]-1,6-dihydro-7H-pyrrolo[2,3-c]pyridin-7-one (5.81 g, 15.2 mmol) in ethanol (100 mL) was treated with 3.0 M sodium hydroxide in water (50.8 mL, 152 mmol) and stirred at 20° C. for 16 h. The reaction mixture was concentrated in vacuo to remove most of the ethanol. The remaining aqueous layer was neutralized with concentrated HCl to pH ˜7 and extracted with ethyl acetate (2×). The combined organic layers were dried with magnesium sulfate, f... Reactants: C(C)(C)(C)OC(=O)N1C[C@@H]([C@H](CC1)C1=CC=C(C=C1)OCCCOCC1=C(C=CC=C1)OC)OCC1=CC=C2CCCN(C2=C1)CCNS(N)(=O)=O ((3R,4R)-3-[1-(2-sulfamoylamino-ethyl)-1,2,3,4-tetrahydro-quinolin-7-ylmethoxy]-4-[4-[3-(2-methoxy-benzyloxy)-propoxy]-phenyl]-piperidine-1-carboxylic acid tert-butyl ester). The reagents and catalysts are [Br-].[Zn+2].[Br-] (zinc bromide). The solvent is ClCCCl (1,2-dichloroethane). Product: COC1=C(COCCCOC2=CC=C(C=C2)[C@@H]2[C@H](CNCC2)OCC2=CC=C3CCCN(C3=C2)CCNS(=O)(=O)N)C=CC=C1 ((3R,4R)-N-[2-[7-[4-[4-[3-(2-methoxy-benzyloxy)-propoxy]-phenyl]-piperidin-3-yloxymethyl]-3,4-dihydro-2H-quinolin-1-yl]-ethyl]-sulfamide). Reaction SMILES: C(OC([N:8]1[CH2:13][CH2:12][C@H:11]([C:14]2[CH:19]=[CH:18][C:17]([O:20][CH2:21][CH2:22][CH2:23][O:24][CH2:25][C:26]3[CH:31]=[CH:30][CH:29]=[CH:28][C:27]=3[O:32][CH3:33])=[CH:16][CH:15]=2)[C@@H:10]([O:34][CH2:35][C:36]2[CH:45]=[C:44]3[C:39]([CH2:40][CH2:41][CH2:42][N:43]3[CH2:46][CH2:47][NH:48][S:49](=[O:52])(=[O:51])[NH2:50])=[CH:38][CH:37]=2)[CH2:9]1)=O)(C)(C)C>ClCCCl.[Br-].[Zn+2].[Br-]>[CH3:33][O:32][C:27]1[CH:28]=[CH:29][CH:30]=[CH:31][C:26]=1[CH2:25][O:24][CH2:23][CH2:22][CH2:21][O:20][C:17]1[CH:18]=[CH:19][C:14]([C@H:11]2[CH2:12][CH2:13][NH:8][CH2:9][C@@H:10]2[O:34][CH2:35][C:36]2[CH:45]=[C:44]3[C:39]([CH2:40][CH2:41][CH2:42][N:43]3[CH2:46][CH2:47][NH:48][S:49]([NH2:50])(=[O:51])=[O:52])=[CH:38][CH:37]=2)=[CH:15][CH:16]=1 |f:2.3.4|. Procedure details: In analogy to the procedure described in example 1(e), the (3R,4R)-3-[1-(2-sulfamoylamino-ethyl)-1,2,3,4-tetrahydro-quinolin-7-ylmethoxy]-4-[4-[3-(2-methoxy-benzyloxy)-propoxy]-phenyl]-piperidine-1-carboxylic acid tert-butyl ester was deprotected with zinc bromide in 1,2-dichloroethane to yield the (3R,4R)-N-[2-[7-[4-[4-[3-(2-methoxy-benzyloxy)-propoxy]-phenyl]-piperidin-3-yloxymethyl]-3,4-dihydro-2H-quinolin-1-yl]-ethyl]-sulfamide as a yellow oil; MS: 639 (M+H)+. Reactants: N#Cc1ccc(C=O)cc1, [BH3-]C#N, COc1cc(OCC(=O)N2CCNCC2)cc(OC)c1OC, CC(=O)O, CO, [Na+]. Yields the product COc1cc(OCC(=O)N2CCN(Cc3ccc(C#N)cc3)CC2)cc(OC)c1OC. As a reaction SMILES: [C:23](#[N:24])[c:25]1[cH:26][cH:27][c:28]([CH:29]=[O:30])[cH:31][cH:32]1.[C:33]([BH3-:34])#[N:35].[CH3:1][O:2][c:3]1[cH:4][c:5]([O:6][CH2:7][C:8](=[O:9])[N:10]2[CH2:11][CH2:12][NH:13][CH2:14][CH2:15]2)[cH:16][c:17]([O:21][CH3:22])[c:18]1[O:19][CH3:20].[CH3:37][C:38](=[O:39])[OH:40].[CH3:41][OH:42].[Na+:36]>>[CH3:1][O:2][c:3]1[cH:4][c:5]([O:6][CH2:7][C:8](=[O:9])[N:10]2[CH2:11][CH2:12][N:13]([CH2:29][c:28]3[cH:27][cH:26][c:25]([C:23]#[N:24])[cH:32][cH:31]3)[CH2:14][CH2:15]2)[cH:16][c:17]([O:21][CH3:22])[c:18]1[O:19][CH3:20]. As a reaction SMILES: C([O:3][C:4]([C:6]1[N:7]=[C:8]2[C:17](=[O:18])[NH:16][C:15]3[C:10](=[CH:11][CH:12]=[C:13]([C:19]([F:22])([F:21])[F:20])[CH:14]=3)[N:9]2[C:23]=1[CH2:24][P:25]([OH:28])([OH:27])=[O:26])=[O:5])C>Br>[C:4]([C:6]1[N:7]=[C:8]2[C:17](=[O:18])[NH:16][C:15]3[C:10](=[CH:11][CH:12]=[C:13]([C:19]([F:22])([F:20])[F:21])[CH:14]=3)[N:9]2[C:23]=1[CH2:24][P:25]([OH:27])([OH:28])=[O:26])([OH:5])=[O:3]. The product is C(=O)(O)C=1N=C2N(C3=CC=C(C=C3NC2=O)C(F)(F)F)C1CP(=O)(O)O (2-Carboxy-1-phosphonomethyl-7-trifluoromethylimidazo[1,2-a]quinoxalin-4(5H)-one). The yield is 97.1%. Solvent: Br (hydrobromic acid). Reactants: C(C)OC(=O)C=1N=C2N(C3=CC=C(C=C3NC2=O)C(F)(F)F)C1CP(=O)(O)O (2-Ethoxycarbonyl-1-phosphonomethyl-7-trifluoromethylimidazo[1,2-a]quinoxalin-4(5H)-one). Procedure details: 2-Ethoxycarbonyl-1-phosphonomethyl-7-trifluoromethylimidazo[1,2-a]quinoxalin-4(5H)-one (example 30) (210 mg, 0.5 mmol) in hydrobromic acid (48% in water) (20 ml) was stirred at 80° C. for 16 h. The mixture was concentrated in vacuo and the residue stirred with ether. The product, which was isolated by filtration was washed with cold water to afford 190 mg (97%) of the title compound. M.p. >250° C. The reactants are C(=O)C1=CC=C(C(=O)OCC=C)C=C1 (allyl 4-formylbenzoate), C(CC(=O)O)(=O)O (malonic acid), CCC1(C(=O)CCNC1=O)CC (piperidione). The solvent is N1=CC=CC=C1 (pyridine). Reaction conditions: temperature 100 celsius. Product: C(C=C)OC(=O)C1=CC=C(C(=O)O)C=C1 (4-Allyloxycarbonyl benzoic acid). RXN SMILES: [CH:1]([C:3]1[CH:14]=[CH:13][C:6]([C:7]([O:9][CH2:10][CH:11]=[CH2:12])=[O:8])=[CH:5][CH:4]=1)=[O:2].C(O)(=O)CC(O)=[O:18].CCC1(CC)C(=O)NCCC1=O>N1C=CC=CC=1>[CH2:10]([O:9][C:7]([C:6]1[CH:13]=[CH:14][C:3]([C:1]([OH:18])=[O:2])=[CH:4][CH:5]=1)=[O:8])[CH:11]=[CH2:12]. Procedure details: 17.2 g (90.5 mmol) of allyl 4-formylbenzoate, 24 g (230 mmol) of malonic acid, 8 ml of piperidione and 100 ml of pyridine are introduced into a round-bottomed flask. The reaction medium is heated at 100° C. for six hours and then evaporated to dryness. The residue is taken up in water and dichloromethane and acidified to pH 1, and the organic phase is separated out after settling has taken place, dried over magnesium sulphate and evaporated. The solid obtained is triturated from hexane, filtered...